From a dataset of the Open Reaction Database (ORD), a public repository of structured organic reaction records. describe an organic reaction: reactants, conditions, products, and yield Reactants: ICCCC1C2=C(C=CC3=C1C=C(C=C3)I)C=CC=C2 (5-(3-Iodopropyl)-3-iodo-5H-dibenzo[a,d]cycloheptene), C(C)(C)(C)N (t-butylamine), C(C(=O)O)(=O)O (oxalic acid). Solvent: CO (methanol). Product: C(C(=O)O)(=O)O.C(C)(C)(C)NCCCC1C2=C(C=CC3=C1C=C(C=C3)I)C=CC=C2 (N-t-Butyl-3-(3-iodo-5H-dibenzo[a,d]cyclohepten-5-yl)propylamine oxalate). RXN SMILES: I[CH2:2][CH2:3][CH2:4][CH:5]1[C:11]2[CH:12]=[C:13]([I:16])[CH:14]=[CH:15][C:10]=2[CH:9]=[CH:8][C:7]2[CH:17]=[CH:18][CH:19]=[CH:20][C:6]1=2.[C:21]([NH2:25])([CH3:24])([CH3:23])[CH3:22].[C:26]([OH:31])(=[O:30])[C:27]([OH:29])=[O:28]>CO>[C:26]([OH:31])(=[O:30])[C:27]([OH:29])=[O:28].[C:21]([NH:25][CH2:2][CH2:3][CH2:4][CH:5]1[C:11]2[CH:12]=[C:13]([I:16])[CH:14]=[CH:15][C:10]=2[CH:9]=[CH:8][C:7]2[CH:17]=[CH:18][CH:19]=[CH:20][C:6]1=2)([CH3:24])([CH3:23])[CH3:22] |f:4.5|. Procedure details: 5-(3-Iodopropyl)-3-iodo-5H-dibenzo[a,d]cycloheptene (2.1 g., 0.0043 mole) is dissolved in 1.82 g. (0.025 mole) of t-butylamine and the solution stirred 18 hours at room temperature. The suspension is evaporated in vacuo, treated with 0.5 N NaOH, and extracted three times with methylene chloride. The methylene chloride fractions are combined, washed three times with water, dried over sodium sulfate, and evaporated in vacuo. The residue is chromatographed on 45 g. of silica gel GF (eluted with chl... The reactants are CC(C)(C)[Si](C)(C)OCCCn1cncn1, [Li]CCCC, CI, CCOC(C)=O, [Cl-], [NH4+], CN(C)C=O. Yields the product Cc1ncnn1CCCO[Si](C)(C)C(C)(C)C. RXN SMILES: [C:1]([CH3:2])([CH3:3])([CH3:4])[Si:5]([O:6][CH2:7][CH2:8][CH2:9][n:10]1[n:11][cH:12][n:13][cH:14]1)([CH3:15])[CH3:16].[CH2:17]([Li:18])[CH2:19][CH2:20][CH3:21].[CH3:22][I:23].[CH3:31][CH2:32][O:33][C:34](=[O:35])[CH3:36].[Cl-:24].[NH4+:25].[O:26]=[CH:27][N:28]([CH3:29])[CH3:30]>>[C:1]([CH3:2])([CH3:3])([CH3:4])[Si:5]([O:6][CH2:7][CH2:8][CH2:9][n:10]1[n:11][cH:12][n:13][c:14]1[CH3:17])([CH3:15])[CH3:16]. Reactants: OC1=CC=C2CCC(OC2=C1)=O (7-hydroxychromanone), C(C1=CC=CC=C1)Br (benzyl bromide), C([O-])([O-])=O.[K+].[K+] (potassium carbonate). Solvent: CC(=O)C (acetone). Conditions: time 24 hour. Yields the product C(C1=CC=CC=C1)OC1=CC=C2CCC(OC2=C1)=O (7-benzyloxychromanone). Yield: 81.4%. Reaction SMILES: [OH:1][C:2]1[CH:11]=[C:10]2[C:5]([CH2:6][CH2:7][C:8](=[O:12])[O:9]2)=[CH:4][CH:3]=1.[CH2:13](Br)[C:14]1[CH:19]=[CH:18][CH:17]=[CH:16][CH:15]=1.C(=O)([O-])[O-].[K+].[K+]>CC(C)=O>[CH2:13]([O:1][C:2]1[CH:11]=[C:10]2[C:5]([CH2:6][CH2:7][C:8](=[O:12])[O:9]2)=[CH:4][CH:3]=1)[C:14]1[CH:19]=[CH:18][CH:17]=[CH:16][CH:15]=1 |f:2.3.4|. Reported procedure: A mixture of 7-hydroxychromanone (10.0 g, 61 mmol), benzyl bromide (7.6 mL,64 mmol), and potassium carbonate (16.5 g, 120 mmol) in acetone (250 mL) was gently refluxed 24 h. The mixture was cooled and filtered through celite. The filtrate 20 was concentrated and the residue was taken up in ethyl acetate. The organic solution was washed with water and brine, driedover calcium sulfate, and concentrated to a tan solid. Recrystallization from ethanol gave 12.63 g (81%) of 7-benzyloxychromanone as ta... Starting materials: C(C1=CC=CC=C1)OC=1C=CC(=C2C=C(C(NC12)=O)C)Br (8-benzyloxy-5-bromo-3-methyl-1H-quinolin-2-one), C(CCC)C(=C(CCCC)CCCC)[Sn] (tributylvinyltin). The reagents and catalysts are C1(=CC=CC=C1)P(C1=CC=CC=C1)C1=CC=CC=C1.C1(=CC=CC=C1)P(C1=CC=CC=C1)C1=CC=CC=C1.C1(=CC=CC=C1)P(C1=CC=CC=C1)C1=CC=CC=C1.C1(=CC=CC=C1)P(C1=CC=CC=C1)C1=CC=CC=C1.[Pd] (Palladium tetrakis(triphenylphosphine)). The solvent is C1(=CC=CC=C1)C (toluene). Reaction conditions: temperature 100 celsius. Product: C(C1=CC=CC=C1)OC=1C=CC(=C2C=C(C(NC12)=O)C)C=C (8-Benzyloxy-3-methyl-5-vinyl-1H-quinolin-2-one). RXN SMILES: [CH2:1]([O:8][C:9]1[CH:10]=[CH:11][C:12](Br)=[C:13]2[C:18]=1[NH:17][C:16](=[O:19])[C:15]([CH3:20])=[CH:14]2)[C:2]1[CH:7]=[CH:6][CH:5]=[CH:4][CH:3]=1.[CH2:22](C([Sn])=C(CCCC)CCCC)[CH2:23]CC>C1(C)C=CC=CC=1.C1(P(C2C=CC=CC=2)C2C=CC=CC=2)C=CC=CC=1.C1(P(C2C=CC=CC=2)C2C=CC=CC=2)C=CC=CC=1.C1(P(C2C=CC=CC=2)C2C=CC=CC=2)C=CC=CC=1.C1(P(C2C=CC=CC=2)C2C=CC=CC=2)C=CC=CC=1.[Pd]>[CH2:1]([O:8][C:9]1[CH:10]=[CH:11][C:12]([CH:22]=[CH2:23])=[C:13]2[C:18]=1[NH:17][C:16](=[O:19])[C:15]([CH3:20])=[CH:14]2)[C:2]1[CH:7]=[CH:6][CH:5]=[CH:4][CH:3]=1 |f:3.4.5.6.7,^1:23|. Reported procedure: Palladium tetrakis(triphenylphosphine) (30 mg) is added to a solution of 8-benzyloxy-5-bromo-3-methyl-1H-quinolin-2-one (239 mg) and tributylvinyltin (203 μL) in toluene (7 mL) at room temperature. The reaction mixture is heated for 2 hours at 100° C., cooled to room temperature, evaporated and the product purified by flash column chromatography on silica gel, eluting with 2% ethyl acetate in dichloromethane. The reactants are ClC1=C(C(=O)N)C=CC=C1Cl (2,3-Dichlorobenzamide), COC(N(C)C)OC (dimethylformamide dimethylacetal). Yields the product ClC1=C(C(=O)N=CN(C)C)C=CC=C1Cl (2,3-dichloro-N-[(dimethylamino)methylene]benzamide). RXN SMILES: [Cl:1][C:2]1[C:10]([Cl:11])=[CH:9][CH:8]=[CH:7][C:3]=1[C:4]([NH2:6])=[O:5].CO[CH:14](OC)[N:15]([CH3:17])[CH3:16]>>[Cl:1][C:2]1[C:10]([Cl:11])=[CH:9][CH:8]=[CH:7][C:3]=1[C:4]([N:6]=[CH:14][N:15]([CH3:17])[CH3:16])=[O:5]. Reported procedure: 2,3-Dichlorobenzamide (4.96 g, 26.1 mmol) and dimethylformamide dimethylacetal (10 mL) were heated at reflux for 1.5 hours, allowed to cool to room temperature, concentrated under reduced pressure, and the residue was partitioned between diethyl ether and water. The organic phase was washed with water (2×), saturated sodium chloride, dried with sodium sulfate, filtered, and the filtrate was concentrated under reduced pressure. The residue was purified by flash chromatography eluting with ethyl a... The reactants are CS(C)=O, COCc1ncc(F)c(Cl)n1, CC(C)(C)OC(=O)N1Cc2c(N)n[nH]c2C1(C)C, [Na+], O=C([O-])O. Yields the product COCc1ncc(F)c(Nc2n[nH]c3c2CN(C(=O)OC(C)(C)C)C3(C)C)n1. RXN SMILES: [CH3:35][S:36]([CH3:37])=[O:38].[Cl:19][c:20]1[n:21][c:22]([CH2:27][O:28][CH3:29])[n:23][cH:24][c:25]1[F:26].[NH2:1][c:2]1[c:3]2[c:4]([nH:5][n:6]1)[C:7]([CH3:17])([CH3:18])[N:8]([C:10](=[O:11])[O:12][C:13]([CH3:14])([CH3:15])[CH3:16])[CH2:9]2.[Na+:34].[O-:30][C:31]([OH:32])=[O:33]>>[NH:1]([c:2]1[c:3]2[c:4]([nH:5][n:6]1)[C:7]([CH3:17])([CH3:18])[N:8]([C:10](=[O:11])[O:12][C:13]([CH3:14])([CH3:15])[CH3:16])[CH2:9]2)[c:20]1[n:21][c:22]([CH2:27][O:28][CH3:29])[n:23][cH:24][c:25]1[F:26]. Reactants: CCN=C=S, Nc1cccc(-c2n[nH]c(=O)c3ccccc23)c1, C1CCOC1. Yields the product CCNC(=S)Nc1cccc(-c2n[nH]c(=O)c3ccccc23)c1. As a reaction SMILES: [CH2:19]([CH3:20])[N:21]=[C:22]=[S:23].[NH2:1][c:2]1[cH:3][c:4](-[c:8]2[n:9][nH:10][c:11](=[O:18])[c:12]3[cH:13][cH:14][cH:15][cH:16][c:17]23)[cH:5][cH:6][cH:7]1.[O:24]1[CH2:25][CH2:26][CH2:27][CH2:28]1>>[NH:1]([c:2]1[cH:3][c:4](-[c:8]2[n:9][nH:10][c:11](=[O:18])[c:12]3[cH:13][cH:14][cH:15][cH:16][c:17]23)[cH:5][cH:6][cH:7]1)[C:22]([NH:21][CH2:19][CH3:20])=[S:23]. Starting materials: Cl.N1CCC(CC1)=CC=1C=C(OC2=NC=C(C=C2)C(F)(F)F)C=CC1 (2-(3-piperidin-4-ylidenemethyl-phenoxy)-5-trifluoromethyl-pyridine hydrochloride), N=1OC(=C2C1C=CC=C2)NC(OC2=CC=CC=C2)=O (phenyl benzo[c]isoxazol-3-ylcarbamate), NC=1ON=C2C1C=CC=C2 (3-amino-2,1-benzisoxazole). Product: N=1OC(=C2C1C=CC=C2)NC(=O)N2CCC(CC2)=CC2=CC(=CC=C2)OC2=NC=C(C=C2)C(F)(F)F (N-2,1-benzisoxazol-3-yl-4-(3-{[5-(trifluoromethyl)pyridin-2-yl]oxy}benzylidene)piperidine-1-carboxamide). RXN SMILES: Cl.[NH:2]1[CH2:7][CH2:6][C:5](=[CH:8][C:9]2[CH:10]=[C:11]([CH:23]=[CH:24][CH:25]=2)[O:12][C:13]2[CH:18]=[CH:17][C:16]([C:19]([F:22])([F:21])[F:20])=[CH:15][N:14]=2)[CH2:4][CH2:3]1.[N:26]1[O:27][C:28]([NH:35][C:36](=O)[O:37]C2C=CC=CC=2)=[C:29]2[CH:34]=[CH:33][CH:32]=[CH:31][C:30]=12.NC1ON=C2C=CC=CC=12>>[N:26]1[O:27][C:28]([NH:35][C:36]([N:2]2[CH2:7][CH2:6][C:5](=[CH:8][C:9]3[CH:25]=[CH:24][CH:23]=[C:11]([O:12][C:13]4[CH:18]=[CH:17][C:16]([C:19]([F:22])([F:20])[F:21])=[CH:15][N:14]=4)[CH:10]=3)[CH2:4][CH2:3]2)=[O:37])=[C:29]2[CH:34]=[CH:33][CH:32]=[CH:31][C:30]=12 |f:0.1|. Procedure: Following the procedure in Example 1, Step 6, 2-(3-piperidin-4-ylidenemethyl-phenoxy)-5-trifluoromethyl-pyridine hydrochloride (150 mg, 0.40 mmol, from Example 1, Step 5) and phenyl benzo[c]isoxazol-3-ylcarbamate (113 mg, 0.40 mmol, prepared according to the procedure described in Synthesis, 1997, 1189-1194 from 3-amino-2,1-benzisoxazole) were combined to provide the title compound (168 mg). MS (APCI 10V) AP+ 495.2, 376.2, 335.2; 1H NMR (400 MHz, CD3OD) δ ppm 2.56 (dt, J=50.88, 5.69 Hz, 4H) 3.66...